This data is from the Open Reaction Database (ORD), a public repository of structured organic reaction records. The task is: describe an organic reaction: reactants, conditions, products, and yield The reactants are C(C1=CC=CC=C1)C(C(=O)OC)=C (methyl α-benzylacrylate), CNC (dimethylamine). Solvent: CO (methanol), CO (methanol). Conditions: time 48 hour. The product is C(C1=CC=CC=C1)C(C(=O)OC)CN(C)C (methyl 2-benzyl-3-dimethylaminopropionate). As a reaction SMILES: [CH2:1]([C:8](=[CH2:13])[C:9]([O:11][CH3:12])=[O:10])[C:2]1[CH:7]=[CH:6][CH:5]=[CH:4][CH:3]=1.[CH3:14][NH:15][CH3:16]>CO>[CH2:1]([CH:8]([CH2:13][N:15]([CH3:16])[CH3:14])[C:9]([O:11][CH3:12])=[O:10])[C:2]1[CH:7]=[CH:6][CH:5]=[CH:4][CH:3]=1. Procedure details: A solution of 30.0 g of methyl α-benzylacrylate, prepared by the method of R. B. Miller and B. F. Smith, Synth. Commun. 3, 359 (1973) in methanol (50 ml) is added to a solution of dimethylamine (71.0 g) in methanol (210 ml), and the mixture is stirred at room temperature for 48 hours. The solvent is removed under reduced pressure to give methyl 2-benzyl-3-dimethylaminopropionate as a yellow oil, used without purification in the next synthetic step; NMR: δ7.14 (s, 5H), 3.52 (s, 3H), 2.82 (m, 3H),... Reactants: CCO, Nc1ccccc1, [Na], N#CC=CO, O=S(=O)(O)O. Yields the product N#CC=CNc1ccccc1. Reaction SMILES: [CH3:19][CH2:20][OH:21].[NH2:12][c:13]1[cH:14][cH:15][cH:16][cH:17][cH:18]1.[Na:11].[OH:6][CH:7]=[CH:8][C:9]#[N:10].[S:1](=[O:2])(=[O:3])([OH:4])[OH:5]>>[CH:7](=[CH:8][C:9]#[N:10])[NH:12][c:13]1[cH:14][cH:15][cH:16][cH:17][cH:18]1.